Task: describe an organic reaction: reactants, conditions, products, and yield. Dataset: the Open Reaction Database (ORD), a public repository of structured organic reaction records Reaction conditions: temperature 120 celsius. As a reaction SMILES: Br[C:2]1[CH:3]=[CH:4][C:5]([N:22]2[CH2:27][CH2:26][O:25][CH2:24][CH2:23]2)=[C:6]([NH:8][C:9]2[C:18]3[C:13](=[C:14]([Cl:19])[CH:15]=[CH:16][CH:17]=3)[N:12]=[C:11]([CH3:20])[C:10]=2[CH3:21])[CH:7]=1.[NH:28]1[CH2:33][CH2:32][O:31][CH2:30][CH2:29]1.CC(C1C=C(C(C)C)C(C2C=CC=CC=2P(C2CCCCC2)C2CCCCC2)=C(C(C)C)C=1)C.C(=O)([O-])[O-].[Cs+].[Cs+]>O1CCOCC1.C1C=CC(/C=C/C(/C=C/C2C=CC=CC=2)=O)=CC=1.C1C=CC(/C=C/C(/C=C/C2C=CC=CC=2)=O)=CC=1.C1C=CC(/C=C/C(/C=C/C2C=CC=CC=2)=O)=CC=1.[Pd].[Pd]>[Cl:19][C:14]1[CH:15]=[CH:16][CH:17]=[C:18]2[C:13]=1[N:12]=[C:11]([CH3:20])[C:10]([CH3:21])=[C:9]2[NH:8][C:6]1[CH:7]=[C:2]([N:28]2[CH2:33][CH2:32][O:31][CH2:30][CH2:29]2)[CH:3]=[CH:4][C:5]=1[N:22]1[CH2:27][CH2:26][O:25][CH2:24][CH2:23]1 |f:3.4.5,7.8.9.10.11|. Procedure details: In a teflon-capped vial, a mixture of N-(5-bromo-2-morpholinophenyl)-8-chloro-2,3-dimethylquinolin-4-amine (75 mg, 168 μmol), morpholine (0.02 mL, 252 μmol), Pd2dba3 (15 mg, 17 μmol), X-Phos (8 mg, 17 μmol) and cesium carbonate (82 mg, 252 μmol) in 1,4-dioxane (4.00 mL) was purged with nitrogen, capped and heated in a 120° C. oil bath for 72 h. The reaction mixture was partitioned between 25 mL EtOAc and 25 mL water. The organic separation was stirred over anhydrous magnesium sulfate, filtered a... The reagents and catalysts are C=1C=CC(=CC1)/C=C/C(=O)/C=C/C2=CC=CC=C2.C=1C=CC(=CC1)/C=C/C(=O)/C=C/C2=CC=CC=C2.C=1C=CC(=CC1)/C=C/C(=O)/C=C/C2=CC=CC=C2.[Pd].[Pd] (Pd2dba3). Product: ClC=1C=CC=C2C(=C(C(=NC12)C)C)NC1=C(C=CC(=C1)N1CCOCC1)N1CCOCC1 (8-Chloro-N-(2,5-di-4-morpholinylphenyl)-2,3-dimethyl-4-quinolinamine). Run in O1CCOCC1 (1,4-dioxane). The reactants are teflon, BrC=1C=CC(=C(C1)NC1=C(C(=NC2=C(C=CC=C12)Cl)C)C)N1CCOCC1 (N-(5-bromo-2-morpholinophenyl)-8-chloro-2,3-dimethylquinolin-4-amine), N1CCOCC1 (morpholine), CC(C)C1=CC(=C(C(=C1)C(C)C)C2=C(C=CC=C2)P(C3CCCCC3)C4CCCCC4)C(C)C (X-Phos), C([O-])([O-])=O.[Cs+].[Cs+] (cesium carbonate). Reactants: C1(=CC=CC=C1)P(C1=CC=CC=C1)C1=CC=CC=C1 (triphenylphosphine), C(Cl)(Cl)Cl (CHCl3), IC1=CN=CN1C1C(OC(C2=CC=CC=C12)=O)(C)C (4-(5-iodo-imidazol-1-yl)-3,3-dimethyl-isochroman-1-one), C(CCC)C(=C(CCCC)CCCC)[Sn] (tributylvinyltin). The reagents and catalysts are C=1C=CC(=CC1)/C=C/C(=O)/C=C/C2=CC=CC=C2.C=1C=CC(=CC1)/C=C/C(=O)/C=C/C2=CC=CC=C2.C=1C=CC(=CC1)/C=C/C(=O)/C=C/C2=CC=CC=C2.[Pd].[Pd] (Pd2 dba3). The solvent is C(C)(=O)OC(C)C (isopropyl acetate), CN(C)C=O (DMF). Reaction conditions: temperature 90 celsius, time 3 hour. The product is C(=C)C1=CN=CN1C1C(OC(C2=CC=CC=C12)=O)(C)C (4-(5-vinyl-imidazol-1-yl)-3,3-dimethyl-isochroman-1-one). As a reaction SMILES: I[C:2]1[N:6]([CH:7]2[C:16]3[C:11](=[CH:12][CH:13]=[CH:14][CH:15]=3)[C:10](=[O:17])[O:9][C:8]2([CH3:19])[CH3:18])[CH:5]=[N:4][CH:3]=1.[CH2:20](C([Sn])=C(CCCC)CCCC)[CH2:21]CC.C(Cl)(Cl)Cl.C1(P(C2C=CC=CC=2)C2C=CC=CC=2)C=CC=CC=1>C(OC(C)C)(=O)C.C1C=CC(/C=C/C(/C=C/C2C=CC=CC=2)=O)=CC=1.C1C=CC(/C=C/C(/C=C/C2C=CC=CC=2)=O)=CC=1.C1C=CC(/C=C/C(/C=C/C2C=CC=CC=2)=O)=CC=1.[Pd].[Pd].CN(C=O)C>[CH:20]([C:2]1[N:6]([CH:7]2[C:16]3[C:11](=[CH:12][CH:13]=[CH:14][CH:15]=3)[C:10](=[O:17])[O:9][C:8]2([CH3:19])[CH3:18])[CH:5]=[N:4][CH:3]=1)=[CH2:21] |f:5.6.7.8.9,^1:21|. Procedure details: DMF (30 mL) is added to 4-(5-iodo-imidazol-1-yl)-3,3-dimethyl-isochroman-1-one (1.62 g, 4.18 mmol) (Example 2b), tributylvinyltin (2.40 g, 8.36 mmol), Pd2 dba3.CHCl3 (0.087 g, 0.084 mmol) and triphenylphosphine (0.089 g, 0.334 mmol) under nitrogen. The mixture is heated to 90° C., to give a clear tan solution. After 3 h, the mixture is cooled down, diluted with isopropyl acetate and washed twice with water and brine. The combined organic phase is dried over magnesium sulfate and filtered through...